From a dataset of the Open Reaction Database (ORD), a public repository of structured organic reaction records. describe an organic reaction: reactants, conditions, products, and yield The reactants are Example 1B, C(=O)(OCC)C1=C(N)C=CC=C1 (2-carboethoxyaniline), ClC(Cl)(OC(OC(Cl)(Cl)Cl)=O)Cl (triphosgene). Run in C1(=CC=CC=C1)C (toluene), C1(=CC=CC=C1)C (toluene). The product is C(=O)(OCC)C1=C(C=CC=C1)N=C=O (2-Carboethoxy-phenylisocyanate), title compound. Reaction SMILES: [C:1]([C:6]1[CH:12]=[CH:11][CH:10]=[CH:9][C:7]=1[NH2:8])([O:3][CH2:4][CH3:5])=[O:2].Cl[C:14](Cl)([O:16]C(=O)OC(Cl)(Cl)Cl)Cl>C1(C)C=CC=CC=1>[C:1]([C:6]1[CH:12]=[CH:11][CH:10]=[CH:9][C:7]=1[N:8]=[C:14]=[O:16])([O:3][CH2:4][CH3:5])=[O:2]. Procedure: 2-Carboethoxy-phenylisocyanate (0.20 g, 1.0 mmol) was prepared by the reaction of 2-carboethoxyaniline and triphosgene in toluene at reflux, followed by removing the solvent in vacuo. The isocyanate and the compound resulting from Example 1B (0.24 g, 1.0 mmol) were combined in 40 mL of toluene and heated at reflux for 3 hours. The product was then partitioned between 5% NaHCO3 and hot ethyl acetate, and the organic phase was dried (K2CO3) and evaporated. The resulting product was converted to it... Starting materials: O=C([O-])[O-], C1COCCO1, COC1Cc2ccccc2C1NC(=O)OC(C)(C)C, Cl, [Na+], [Na+], O. The product is COC1Cc2ccccc2C1N. As a reaction SMILES: [C:21](=[O:22])([O-:23])[O-:24].[CH2:27]1[O:28][CH2:29][CH2:30][O:31][CH2:32]1.[CH3:1][O:2][CH:3]1[CH:4]([NH:12][C:13](=[O:14])[O:15][C:16]([CH3:17])([CH3:18])[CH3:19])[c:5]2[cH:6][cH:7][cH:8][cH:9][c:10]2[CH2:11]1.[ClH:20].[Na+:25].[Na+:26].[OH2:33]>>[CH3:1][O:2][CH:3]1[CH:4]([NH2:12])[c:5]2[cH:6][cH:7][cH:8][cH:9][c:10]2[CH2:11]1. The reactants are C[C@@H]1CC[C@H](CC1)N (trans-4-methyl-1-cyclohexanamine), C[C@H]1CC[C@H](CC1)N (cis-4-methyl-1-cyclohexanamine), ClC(=O)OC1=CC=C(C=C1)[N+](=O)[O-] (4-nitrophenyl chloroformate), C(C)(C)N(CC)C(C)C (diisopropyl(ethyl)amine), ClC1=CC=C2C(=CC=NC2=C1)N1CCNCC1 (7-chloro-4-(piperazin-1-yl)quinoline). Solvent: C(Cl)Cl.CO (CH2Cl2 MeOH). Product: ClC1=CC=C2C(=CC=NC2=C1)N1CCN(CC1)C(=O)N[C@@H]1CC[C@H](CC1)C (4-(7-Chloro-4-quinolinyl)-N-(trans-4-methylcyclohexyl)-1-piperazin carboxamid). Reaction SMILES: [CH3:1][C@H:2]1[CH2:7][CH2:6][C@H:5]([NH2:8])[CH2:4][CH2:3]1.C[C@@H]1CC[C@H](N)CC1.Cl[C:18](OC1C=CC([N+]([O-])=O)=CC=1)=[O:19].C(N(C(C)C)CC)(C)C.[Cl:39][C:40]1[CH:49]=[C:48]2[C:43]([C:44]([N:50]3[CH2:55][CH2:54][NH:53][CH2:52][CH2:51]3)=[CH:45][CH:46]=[N:47]2)=[CH:42][CH:41]=1>C(Cl)Cl.CO>[Cl:39][C:40]1[CH:49]=[C:48]2[C:43]([C:44]([N:50]3[CH2:55][CH2:54][N:53]([C:18]([NH:8][C@H:5]4[CH2:6][CH2:7][C@H:2]([CH3:1])[CH2:3][CH2:4]4)=[O:19])[CH2:52][CH2:51]3)=[CH:45][CH:46]=[N:47]2)=[CH:42][CH:41]=1 |f:5.6|. Reported procedure: As described for example 78, trans-4-methyl-1-cyclohexanamine (170 mg, 1.5 mmol) prepared in a similar manner as for cis-4-methyl-1-cyclohexanamine, 4-nitrophenyl chloroformate (302 mg, 1.5 mmol), diisopropyl(ethyl)amine (258 mg, 2 mmol), and 7-chloro-4-(piperazin-1-yl)quinoline (248 mg, 1 mmol) are reacted affording the title product after flash chromatography with CH2Cl2-MeOH. 1H NMR (DSMO-d6) δ 0.9 (d, 3H), 1.0–1.2 (m, 3H), 1.23–1.4 (m, 2H), 1.7 (m, 2H), 2.02 (m, 2H), 3.2 (m, 4H), 3.61 (m, 4H... Reactants: N(N)C1=CC=C(C2=C1C=CS2)C(=O)O (4-hydrazinyl-1-benzothiophene-7-carboxylic acid), C(C)(C)C(=O)C (methyl isopropyl ketone). Solvent: CC(=O)O (HOAc). Run at temperature 25 celsius. Product: CC1=NC2=C3C(=C(C=C2C1(C)C)C(=O)O)SC=C3 (2,3,3-trimethyl-3H-thieno[2,3-g]indole-5-carboxylic acid). As a reaction SMILES: [NH:1]([C:3]1[C:8]2[CH:9]=[CH:10][S:11][C:7]=2[C:6]([C:12]([OH:14])=[O:13])=[CH:5][CH:4]=1)N.[CH:15]([C:18]([CH3:20])=O)([CH3:17])[CH3:16]>CC(O)=O>[CH3:20][C:18]1[C:15]([CH3:17])([CH3:16])[C:4]2[C:3](=[C:8]3[CH:9]=[CH:10][S:11][C:7]3=[C:6]([C:12]([OH:14])=[O:13])[CH:5]=2)[N:1]=1. Procedure details: A solution of 4-hydrazinyl-1-benzothiophene-7-carboxylic acid CC (208 mg, 1.0 mmole) and methyl isopropyl ketone (457 mg, 5.3 mmole) in 5 mL HOAc was heated at 120° C. for 1.5 hr and cooled down to 25° C. HOAc was removed in vacuo the product was purified with CombiFlash silica gel column chromatography (eluted with CH2Cl2/MeOH stepping gradient 100:0 to 80:20). The yield of the desired product CD was 210 mg (81%). Reactants: C(C1=CC=CC=C1)OC(=O)N1CCC(CC1)CCCCC(C(=O)OCC)O (ethyl 6-(1-benzyloxycarbonyl-4-piperidyl)-2-hydroxyhexanoate), [OH-].[Na+] (sodium hydroxide). Solvent: CO (methanol), O (water), O (water). Reaction conditions: time 30 minute. The product is C(C1=CC=CC=C1)OC(=O)N1CCC(CC1)CCCCC(C(=O)O)O (6-(1-benzyloxycarbonyl-4-piperidyl)-2-hydroxyhexanoic acid). Isolated yield 75.6%. As a reaction SMILES: [CH2:1]([O:8][C:9]([N:11]1[CH2:16][CH2:15][CH:14]([CH2:17][CH2:18][CH2:19][CH2:20][CH:21]([OH:27])[C:22]([O:24]CC)=[O:23])[CH2:13][CH2:12]1)=[O:10])[C:2]1[CH:7]=[CH:6][CH:5]=[CH:4][CH:3]=1.[OH-].[Na+]>CO.O>[CH2:1]([O:8][C:9]([N:11]1[CH2:16][CH2:15][CH:14]([CH2:17][CH2:18][CH2:19][CH2:20][CH:21]([OH:27])[C:22]([OH:24])=[O:23])[CH2:13][CH2:12]1)=[O:10])[C:2]1[CH:3]=[CH:4][CH:5]=[CH:6][CH:7]=1 |f:1.2|. Reported procedure: To a stirred solution of ethyl 6-(1-benzyloxycarbonyl-4-piperidyl)-2-hydroxyhexanoate (5 g) in methanol (10 ml) is added dropwise a solution of sodium hydroxide (2.6 g) in water (20 ml) at room temperature. After completing addition, the mixture is stirred for 30 minutes, diluted with water (300 ml) and extracted with ethyl ether (50 ml). The aqueous layer is acidified with concentrated hydrochloric acid and extracted with ethyl acetate (200 ml). The extract is washed with water, dried over anhy... The reactants are C(C)OC(CC=1C=C(C(=CC1)OC)C1=C(C=C(C=C1)C=1C=C2C=CC=NC2=CC1)CNCC)=O ((2′-ethylaminomethyl-6-methoxy-4′-quinolin-6-yl-biphenyl-3-yl)-acetic acid ethyl ester), C(C1=CC=CC=C1)N=C=O (benzyl isocyanate). Product: C(C)OC(CC=1C=C(C(=CC1)OC)C1=C(C=C(C=C1)C=1C=C2C=CC=NC2=CC1)CN(C(=O)NCC1=CC=CC=C1)CC)=O ([2′-(3-Benzyl-1-ethyl-ureidomethyl)-6-methoxy-4′-quinolin-6-yl-biphenyl-3-yl]-acetic acid ethyl ester). Reaction SMILES: [CH2:1]([O:3][C:4](=[O:34])[CH2:5][C:6]1[CH:7]=[C:8]([C:14]2[CH:19]=[CH:18][C:17]([C:20]3[CH:21]=[C:22]4[C:27](=[CH:28][CH:29]=3)[N:26]=[CH:25][CH:24]=[CH:23]4)=[CH:16][C:15]=2[CH2:30][NH:31][CH2:32][CH3:33])[C:9]([O:12][CH3:13])=[CH:10][CH:11]=1)[CH3:2].[CH2:35]([N:42]=[C:43]=[O:44])[C:36]1[CH:41]=[CH:40][CH:39]=[CH:38][CH:37]=1>>[CH2:1]([O:3][C:4](=[O:34])[CH2:5][C:6]1[CH:7]=[C:8]([C:14]2[CH:19]=[CH:18][C:17]([C:20]3[CH:21]=[C:22]4[C:27](=[CH:28][CH:29]=3)[N:26]=[CH:25][CH:24]=[CH:23]4)=[CH:16][C:15]=2[CH2:30][N:31]([CH2:32][CH3:33])[C:43]([NH:42][CH2:35][C:36]2[CH:41]=[CH:40][CH:39]=[CH:38][CH:37]=2)=[O:44])[C:9]([O:12][CH3:13])=[CH:10][CH:11]=1)[CH3:2]. Procedure details: Prepared according to the procedure described in Example 95, Step 1, using the following starting materials: (2′-ethylaminomethyl-6-methoxy-4′-quinolin-6-yl-biphenyl-3-yl)-acetic acid ethyl ester and benzyl isocyanate.